From a dataset of the Open Reaction Database (ORD), a public repository of structured organic reaction records. describe an organic reaction: reactants, conditions, products, and yield Reactants: CC(C)=CCBr, O=C([O-])O, COc1cccc2c1Oc1ccccc1C21CCNCC1, CN(C)C=O, CC(C)O, Cl, [Na+], O. Product: COc1cccc2c1Oc1ccccc1C21CCN(CC=C(C)C)CC1, Cl. RXN SMILES: [Br:22][CH2:23][CH:24]=[C:25]([CH3:26])[CH3:27].[C:28](=[O:29])([OH:30])[O-:31].[CH3:1][O:2][c:3]1[cH:4][cH:5][cH:6][c:7]2[c:8]1[O:9][c:10]1[cH:11][cH:12][cH:13][cH:14][c:15]1[C:16]21[CH2:17][CH2:18][NH:19][CH2:20][CH2:21]1.[CH3:39][N:40]([CH3:41])[CH:42]=[O:43].[CH:34]([OH:35])([CH3:36])[CH3:37].[ClH:33].[Na+:32].[OH2:38]>>[CH3:1][O:2][c:3]1[cH:4][cH:5][cH:6][c:7]2[c:8]1[O:9][c:10]1[cH:11][cH:12][cH:13][cH:14][c:15]1[C:16]21[CH2:17][CH2:18][N:19]([CH2:23][CH:24]=[C:25]([CH3:26])[CH3:27])[CH2:20][CH2:21]1.[ClH:33].